Task: describe an organic reaction: reactants, conditions, products, and yield. Dataset: the Open Reaction Database (ORD), a public repository of structured organic reaction records Reactants: CC1=C(C(=CC(=C1)C)C)S(=O)(=O)[O-].N[N+]1=CC(=CC(=C1)Cl)OCC1=CC=CC=C1 (1-amino-3-(benzyloxy)-5-chloropyridin-1-ium 2,4,6-trimethylbenzenesulfonate), C(=O)([O-])[O-].[K+].[K+] (K2CO3), C(=O)(O)[O-].[Na+] (NaHCO3), C(C#C)(=O)OC (Methyl propiolate). The solvent is CN(C)C=O (DMF), CCOC(=O)C (EtOAc). Run at time 5 minute. Product: C(C1=CC=CC=C1)OC=1C=2N(C=C(C1)Cl)N=CC2C(=O)OC (methyl 4-(benzyloxy)-6-chloropyrazolo[1,5-a]pyridine-3-carboxylate). RXN SMILES: CC1C=C(C)C=C(C)C=1S([O-])(=O)=O.[NH2:14][N+:15]1[CH:20]=[C:19]([Cl:21])[CH:18]=[C:17]([O:22][CH2:23][C:24]2[CH:29]=[CH:28][CH:27]=[CH:26][CH:25]=2)[CH:16]=1.C([O-])([O-])=O.[K+].[K+].[C:36]([O:40][CH3:41])(=[O:39])[C:37]#[CH:38].C([O-])(O)=O.[Na+]>CN(C=O)C.CCOC(C)=O>[CH2:23]([O:22][C:17]1[C:16]2[N:15]([N:14]=[CH:38][C:37]=2[C:36]([O:40][CH3:41])=[O:39])[CH:20]=[C:19]([Cl:21])[CH:18]=1)[C:24]1[CH:25]=[CH:26][CH:27]=[CH:28][CH:29]=1 |f:0.1,2.3.4,6.7|. Reported procedure: To a solution of 1-amino-3-(benzyloxy)-5-chloropyridin-1-ium 2,4,6-trimethylbenzenesulfonate (2.18 g, 5.01 mmol) in DMF (50.0 mL) was added K2CO3 (1.73 g, 12.5 mmol) and the reaction was stirred for 5 minutes. Methyl propiolate (2.11 g, 25.1 mmol) was added and the reaction was stirred overnight open to air to afford a mixture of diastereomers. EtOAc and a saturated aqueous solution of NaHCO3 were added, the layers were separated and the organic layer was washed with brine, dried (MgSO4), filter...